From a dataset of the Open Reaction Database (ORD), a public repository of structured organic reaction records. describe an organic reaction: reactants, conditions, products, and yield The reactants are CCCCc1c(NC(=O)OC(C)(C)C)cnn1-c1ncc(C)c(-c2cccs2)n1, ClC(Cl)Cl, O=C(O)C(F)(F)F. The product is CCCCc1c(N)cnn1-c1ncc(C)c(-c2cccs2)n1. As a reaction SMILES: [CH2:1]([CH2:2][CH2:3][CH3:4])[c:5]1[c:6]([NH:22][C:23](=[O:24])[O:25][C:26]([CH3:27])([CH3:28])[CH3:29])[cH:7][n:8][n:9]1-[c:10]1[n:11][cH:12][c:13]([CH3:21])[c:14](-[c:16]2[s:17][cH:18][cH:19][cH:20]2)[n:15]1.[Cl:37][CH:38]([Cl:39])[Cl:40].[OH:30][C:31]([C:32]([F:33])([F:34])[F:35])=[O:36]>>[CH2:1]([CH2:2][CH2:3][CH3:4])[c:5]1[c:6]([NH2:22])[cH:7][n:8][n:9]1-[c:10]1[n:11][cH:12][c:13]([CH3:21])[c:14](-[c:16]2[s:17][cH:18][cH:19][cH:20]2)[n:15]1.